This data is from the Open Reaction Database (ORD), a public repository of structured organic reaction records. The task is: describe an organic reaction: reactants, conditions, products, and yield Starting materials: CCCCCCCCCCN(CCCCCCCCCC)C(=O)c1cccc([N+](=O)[O-])c1, C1CCOC1, CCOC(C)=O, [H][H]. The product is CCCCCCCCCCN(CCCCCCCCCC)C(=O)c1cccc(N)c1. As a reaction SMILES: [CH2:1]([CH2:2][CH2:3][CH2:4][CH2:5][CH2:6][CH2:7][CH2:8][CH2:9][CH3:10])[N:11]([C:12](=[O:13])[c:14]1[cH:15][c:16]([N+:20]([O-:21])=[O:22])[cH:17][cH:18][cH:19]1)[CH2:23][CH2:24][CH2:25][CH2:26][CH2:27][CH2:28][CH2:29][CH2:30][CH2:31][CH3:32].[CH2:41]1[O:42][CH2:43][CH2:44][CH2:45]1.[CH3:35][CH2:36][O:37][C:38](=[O:39])[CH3:40].[H:33][H:34]>>[CH2:1]([CH2:2][CH2:3][CH2:4][CH2:5][CH2:6][CH2:7][CH2:8][CH2:9][CH3:10])[N:11]([C:12](=[O:13])[c:14]1[cH:15][c:16]([NH2:20])[cH:17][cH:18][cH:19]1)[CH2:23][CH2:24][CH2:25][CH2:26][CH2:27][CH2:28][CH2:29][CH2:30][CH2:31][CH3:32].